From a dataset of the Open Reaction Database (ORD), a public repository of structured organic reaction records. describe an organic reaction: reactants, conditions, products, and yield Reactants: O=C([O-])O, CC(C)O, Cl, O=N[O-], CCCCCCCCCN(C)CCCC1(C)CCc2cc(N)ccc2O1, [NH4+], [Na+], O=C1CC(=O)NC(=O)N1, [OH-], O, O=S(=O)(O)O. The product is CCCCCCCCCN(C)CCCC1(C)CCc2cc(O)ccc2O1. RXN SMILES: [C:28]([O-:29])(=[O:30])[OH:31].[CH:53]([OH:54])([CH3:55])[CH3:56].[ClH:27].[N:32]([O-:33])=[O:34].[NH2:1][c:2]1[cH:3][cH:4][c:5]2[c:6]([cH:26]1)[CH2:7][CH2:8][C:9]([CH2:11][CH2:12][CH2:13][N:14]([CH2:15][CH2:16][CH2:17][CH2:18][CH2:19][CH2:20][CH2:21][CH2:22][CH3:23])[CH3:24])([CH3:25])[O:10]2.[NH4+:41].[Na+:35].[O:43]=[C:44]1[NH:45][C:46](=[O:47])[NH:48][C:49](=[O:50])[CH2:51]1.[OH-:42].[OH2:52].[S:36](=[O:37])(=[O:38])([OH:39])[OH:40]>>[c:2]1([OH:29])[cH:3][cH:4][c:5]2[c:6]([cH:26]1)[CH2:7][CH2:8][C:9]([CH2:11][CH2:12][CH2:13][N:14]([CH2:15][CH2:16][CH2:17][CH2:18][CH2:19][CH2:20][CH2:21][CH2:22][CH3:23])[CH3:24])([CH3:25])[O:10]2. The product is C(C1=CC=CC=C1)(C1=CC=CC=C1)[C@@H]1CN(CC[C@@H]1OCC1=CC(=CC(=C1)C(F)(F)F)F)C(COC)=O (cis-3-Benzhydryl-4-[[3-fluoro-5-(trifluoromethyl)benzyl]oxy]-1-(methoxyacetyl)piperidine). RXN SMILES: Cl.[CH:2]([C@H:15]1[C@@H:20]([O:21][CH2:22][C:23]2[CH:28]=[C:27]([C:29]([F:32])([F:31])[F:30])[CH:26]=[C:25]([F:33])[CH:24]=2)[CH2:19][CH2:18][NH:17][CH2:16]1)([C:9]1[CH:14]=[CH:13][CH:12]=[CH:11][CH:10]=1)[C:3]1[CH:8]=[CH:7][CH:6]=[CH:5][CH:4]=1.[CH3:34][O:35][CH2:36][C:37](O)=[O:38]>>[CH:2]([C@H:15]1[C@@H:20]([O:21][CH2:22][C:23]2[CH:28]=[C:27]([C:29]([F:32])([F:30])[F:31])[CH:26]=[C:25]([F:33])[CH:24]=2)[CH2:19][CH2:18][N:17]([C:37](=[O:38])[CH2:36][O:35][CH3:34])[CH2:16]1)([C:9]1[CH:14]=[CH:13][CH:12]=[CH:11][CH:10]=1)[C:3]1[CH:8]=[CH:7][CH:6]=[CH:5][CH:4]=1 |f:0.1|. Procedure details: The compound (28.8 mg) obtained in Example 26 and methoxyacetic acid (9.2 μl) were reacted and treated in the same manner as in the method described in Example 33 to obtain the title compound. The reactants are Cl.C(C1=CC=CC=C1)(C1=CC=CC=C1)[C@@H]1CNCC[C@@H]1OCC1=CC(=CC(=C1)C(F)(F)F)F (cis-3-Benzhydryl-4-[[3-fluoro-5-(trifluoromethyl)benzyl]oxy]piperidine hydrochloride), COCC(=O)O (methoxyacetic acid).